Task: describe an organic reaction: reactants, conditions, products, and yield. Dataset: the Open Reaction Database (ORD), a public repository of structured organic reaction records Procedure details: 27 g of 24-oxocholesterol was dissolved in 717 ml of anhydrous benzene. To the solution were added 179 ml of ethylene glycol and 358 mg of p-toluen sulfonic acid. The mixture was stirred and heated at a bath temperature of 105° C. for 20 hours in a flask equipped with receiver capable of mesuring water in which was added a molecular sieve. Water was added to separate the reaction mixture into layers. The aqueous layer was extracted with benzene. The solvent is C1=CC=CC=C1 (benzene). Starting materials: O (water), O=C(C(C)C)CC[C@@H](C)[C@H]1CC[C@H]2[C@@H]3CC=C4C[C@@H](O)CC[C@]4(C)[C@H]3CC[C@]12C (24-oxocholesterol), C(CO)O (ethylene glycol), C1(=CC=C(C=C1)S(=O)(=O)O)C (p-toluen sulfonic acid), O (Water). Reaction conditions: temperature 105 celsius. The product is C1OC(C(C)C)C(C[C@@H](C)[C@H]2CC[C@H]3[C@@H]4CC=C5C[C@@H](O)CC[C@]5(C)[C@H]4CC[C@]23C)OC1 (24-ethylenedioxycholesterol). RXN SMILES: [O:1]=[C:2]([CH2:6][CH2:7][C@H:8]([C@@H:10]1[C@:28]2([CH3:29])[C@H:13]([C@H:14]3[C@H:25]([CH2:26][CH2:27]2)[C@:23]2([CH3:24])[C:17]([CH2:18][C@H:19]([CH2:21][CH2:22]2)[OH:20])=[CH:16][CH2:15]3)[CH2:12][CH2:11]1)[CH3:9])[CH:3]([CH3:5])[CH3:4].[CH2:30](O)[CH2:31][OH:32].C1(C)C=CC(S(O)(=O)=O)=CC=1.O>C1C=CC=CC=1>[CH2:30]1[CH2:31][O:32][CH:6]([CH2:7][C@H:8]([C@@H:10]2[C@:28]3([CH3:29])[C@H:13]([C@H:14]4[C@H:25]([CH2:26][CH2:27]3)[C@:23]3([CH3:24])[C:17]([CH2:18][C@H:19]([CH2:21][CH2:22]3)[OH:20])=[CH:16][CH2:15]4)[CH2:12][CH2:11]2)[CH3:9])[CH:2]([CH:3]([CH3:5])[CH3:4])[O:1]1. Starting materials: FC=1C=C(C=C(C1F)[C@@H](COS(=O)(=O)C1=CC=C(C=C1)C)O)CCC(=O)OCC (ethyl 3-[3,4-difluoro-5-((1S)-1-hydroxy-2-{[(4-methylphenyl)sulfonyl]oxy}ethyl)phenyl]propanoate), C([O-])([O-])=O.[K+].[K+] (potassium carbonate). Reported procedure: To a solution of ethyl 3-[3,4-difluoro-5-((1S)-1-hydroxy-2-{[(4-methylphenyl)sulfonyl]oxy}ethyl)phenyl]propanoate (22.5 g, 52.5 mmol) in absolute ethanol (430 mL) was added potassium carbonate (7.27 g, 52.6 mmol) and the reaction was stirred at RT for 4 days. The reaction was concentrated and diluted with water and extracted with ethyl acetate (×2). The combined organic layers were washed with water and brine. The organic layer was dried over Na2SO4, filtered, and concentrated. Purification by c... Reaction conditions: time 4 day. The product is FC=1C=C(C=C(C1F)[C@@H]1OC1)CCC(=O)OCC (Ethyl 3-{3,4-difluoro-5-[(2S)-2-oxiranyl]phenyl}propanoate). Reaction SMILES: [F:1][C:2]1[CH:3]=[C:4]([CH2:23][CH2:24][C:25]([O:27][CH2:28][CH3:29])=[O:26])[CH:5]=[C:6]([C@H:9]([OH:22])[CH2:10]OS(C2C=CC(C)=CC=2)(=O)=O)[C:7]=1[F:8].C(=O)([O-])[O-].[K+].[K+]>C(O)C>[F:1][C:2]1[CH:3]=[C:4]([CH2:23][CH2:24][C:25]([O:27][CH2:28][CH3:29])=[O:26])[CH:5]=[C:6]([C@H:9]2[CH2:10][O:22]2)[C:7]=1[F:8] |f:1.2.3|. Run in C(C)O (ethanol). Isolated yield 82.3%. Reaction conditions: time 20 hour. Reactants: Cl.ClCC(C)(C)N(C)C (1-chloro-2-dimethylamino-2-methylpropane hydrochloride), C1(=CC=CC=C1)C=1C(NC2=CC=CC=C2C1)=S (3-Phenylquinolin-2-thione), [H-].[Na+] (sodium hydride), ice water, [H][H] (hydrogen). Reported procedure: 3-Phenylquinolin-2-thione (1.4 g.) was added to a suspension of sodium hydride (0.68 g. of a 50% w/w dispersion in mineral oil) in dimethylformamide (10 ml.) at 0°-5°. When all the hydrogen had evolved, a slurry of 1-chloro-2-dimethylamino-2-methylpropane hydrochloride (1.1 g.) in dimethylformamide (10 ml.) was added and the mixture was stirred at ambient temperature for 20 hr. The mixture was then poured into ice-water (100 ml.) and extracted with ethyl acetate (3×30 ml.). The ethyl acetate ext... The solvent is CN(C=O)C (dimethylformamide), CN(C=O)C (dimethylformamide). The product is Cl.CN(C(CSC1=NC2=CC=CC=C2C=C1C1=CC=CC=C1)(C)C)C (2-(2-dimethylamino-2-methylpropylthio)-3-phenylquinoline hydrochloride). Reaction SMILES: [C:1]1([C:7]2[C:8](=[S:17])[NH:9][C:10]3[C:15]([CH:16]=2)=[CH:14][CH:13]=[CH:12][CH:11]=3)[CH:6]=[CH:5][CH:4]=[CH:3][CH:2]=1.[H-].[Na+].[H][H].Cl.[Cl:23][CH2:24][C:25]([N:28]([CH3:30])[CH3:29])([CH3:27])[CH3:26]>CN(C)C=O>[ClH:23].[CH3:29][N:28]([CH3:30])[C:25]([CH3:27])([CH3:26])[CH2:24][S:17][C:8]1[C:7]([C:1]2[CH:2]=[CH:3][CH:4]=[CH:5][CH:6]=2)=[CH:16][C:15]2[C:10](=[CH:11][CH:12]=[CH:13][CH:14]=2)[N:9]=1 |f:1.2,4.5,7.8|. Starting materials: CC(C)OB(OC(C)C)OC(C)C, CC(=O)c1ccc(Br)cc1, C1CCOC1, C1CCOC1, Cn1cccc1C#N, CCCCCCC, CCc1ccccc1, COCCOC, [Na+], [Na+], O=C([O-])[O-], O, [Pd], c1ccc(P(c2ccccc2)c2ccccc2)cc1, c1ccc(P(c2ccccc2)c2ccccc2)cc1, c1ccc(P(c2ccccc2)c2ccccc2)cc1, c1ccc(P(c2ccccc2)c2ccccc2)cc1. The product is CC(=O)c1ccc(-c2ccc(C#N)n2C)cc1. RXN SMILES: [B:9]([O:10][CH:11]([CH3:12])[CH3:13])([O:14][CH:15]([CH3:16])[CH3:17])[O:18][CH:19]([CH3:20])[CH3:21].[Br:22][c:23]1[cH:24][cH:25][c:26]([C:29]([CH3:30])=[O:31])[cH:27][cH:28]1.[CH2:38]1[O:39][CH2:40][CH2:41][CH2:42]1.[CH2:50]1[O:51][CH2:52][CH2:53][CH2:54]1.[CH3:1][n:2]1[c:3]([C:7]#[N:8])[cH:4][cH:5][cH:6]1.[CH3:43][CH2:44][CH2:45][CH2:46][CH2:47][CH2:48][CH3:49].[CH3:55][CH2:56][c:57]1[cH:58][cH:59][cH:60][cH:61][cH:62]1.[CH3:63][O:64][CH2:65][CH2:66][O:67][CH3:68].[Na+:32].[Na+:33].[O-:34][C:35](=[O:36])[O-:37].[OH2:69].[Pd:70].[c:109]1([P:110]([c:111]2[cH:112][cH:113][cH:114][cH:115][cH:116]2)[c:117]2[cH:118][cH:119][cH:120][cH:121][cH:122]2)[cH:123][cH:124][cH:125][cH:126][cH:127]1.[c:128]1([P:129]([c:130]2[cH:131][cH:132][cH:133][cH:134][cH:135]2)[c:136]2[cH:137][cH:138][cH:139][cH:140][cH:141]2)[cH:142][cH:143][cH:144][cH:145][cH:146]1.[c:71]1([P:72]([c:73]2[cH:74][cH:75][cH:76][cH:77][cH:78]2)[c:79]2[cH:80][cH:81][cH:82][cH:83][cH:84]2)[cH:85][cH:86][cH:87][cH:88][cH:89]1.[c:90]1([P:91]([c:92]2[cH:93][cH:94][cH:95][cH:96][cH:97]2)[c:98]2[cH:99][cH:100][cH:101][cH:102][cH:103]2)[cH:104][cH:105][cH:106][cH:107][cH:108]1>>[CH3:1][n:2]1[c:3]([C:7]#[N:8])[cH:4][cH:5][c:6]1-[c:23]1[cH:24][cH:25][c:26]([C:29]([CH3:30])=[O:31])[cH:27][cH:28]1.